Dataset: the Open Reaction Database (ORD), a public repository of structured organic reaction records. Task: describe an organic reaction: reactants, conditions, products, and yield Reactants: B.C1CCOC1 (BH3.THF), N[C@@H](C(=O)N1CCN(CC1)C1=C(C=CC=C1)OC)CC1=CC=NC=C1 ((2R)-2-Amino-1-[4-(2-methoxy-phenyl)-piperazin-1-yl]-3-pyridin-4-yl-propan-1-one), Cl (HCl). Solvent: O (water), C1CCOC1 (THF). Product: COC1=C(C=CC=C1)N1CCN(CC1)C[C@@H](CC1=CC=NC=C1)N ((1R)-2-[4-(2-Methoxy-phenyl)-piperazin-1-yl]-1-pyridin-4-ylmethyl-ethylamine). Reaction SMILES: [NH2:1][C@H:2]([CH2:19][C:20]1[CH:25]=[CH:24][N:23]=[CH:22][CH:21]=1)[C:3]([N:5]1[CH2:10][CH2:9][N:8]([C:11]2[CH:16]=[CH:15][CH:14]=[CH:13][C:12]=2[O:17][CH3:18])[CH2:7][CH2:6]1)=O.B.C1COCC1.Cl>C1COCC1.O>[CH3:18][O:17][C:12]1[CH:13]=[CH:14][CH:15]=[CH:16][C:11]=1[N:8]1[CH2:9][CH2:10][N:5]([CH2:3][C@H:2]([NH2:1])[CH2:19][C:20]2[CH:21]=[CH:22][N:23]=[CH:24][CH:25]=2)[CH2:6][CH2:7]1 |f:1.2|. Procedure: To a solution of (2R)-2-Amino-1-[4-(2-methoxy-phenyl)-piperazin-1-yl]-3-pyridin-4-yl-propan-1-one (6.18 g; 18 mmol, from Example 7) in THF (60 mL) was added, dropwise, BH3.THF (1.0M/THF) (73 mL; 73 mmol). The mixture was stirred at reflux for 2 hours, cooled to ambient temperature, cautiously treated with 6N HCl (45 mL), stirred at ambient temperature for 1 hours. The mixture was then diluted with water (100 mL), concentrated on a rotary evaporator to remove THF, and the aqueous residue washed w... The reactants are COC1=C(C2=CC=C(C=C2C=C1)OC)C(C(OCC)=N)O (ethyl 1-(2,6-dimethoxy-1-naphthyl)-1-hydroxymethanecarboximidate), O1CCCC1 (tetrahydrofuran). The product is COC1=C(C2=CC=C(C=C2C=C1)OC)C1C(NC(O1)=O)=O (5-(2,6-Dimethoxy-1-naphthyl)oxazolidine-2,4-dione). RXN SMILES: [CH3:1][O:2][C:3]1[CH:12]=[CH:11][C:10]2[C:5](=[CH:6][CH:7]=[C:8]([O:13][CH3:14])[CH:9]=2)[C:4]=1[CH:15]([OH:21])[C:16](=[NH:20])[O:17]CC.[O:22]1CCC[CH2:23]1>>[CH3:1][O:2][C:3]1[CH:12]=[CH:11][C:10]2[C:5](=[CH:6][CH:7]=[C:8]([O:13][CH3:14])[CH:9]=2)[C:4]=1[CH:15]1[O:21][C:23](=[O:22])[NH:17][C:16]1=[O:20]. Procedure details: By the procedure of Example 12, Method A, ethyl 1-(2,6-dimethoxy-1-naphthyl)-1-hydroxymethanecarboximidate (3.0 g.) in 125 ml. of tetrahydrofuran converted to the desired product. To isolate, the reaction mixture was quenched by pouring slowly into 200 ml. of crushed ice and extracted with two 100 ml. portions of ethyl acetate. The combined extracts were dried over anhydrous magnesium sulfate, filtered, evaporated to semi-solids (2.6 g.) and crystallized by trituration with ether, affording 5-(2... Reactants: [N-]=[N+]=[N-].[Na+] (sodium azide), ClCC(=O)C1=CC=C(C=C1)CCC(=O)O (3-[4-(chloroacetyl)phenyl]-propionic acid). Run in O (water), O (water). Run at time 16 hour. Product: N(=[N+]=[N-])CC(=O)C1=CC=C(C=C1)CCC(=O)O (3-[4-(azidoacetyl)phenyl]propionic acid). RXN SMILES: [N-:1]=[N+:2]=[N-:3].[Na+].Cl[CH2:6][C:7]([C:9]1[CH:14]=[CH:13][C:12]([CH2:15][CH2:16][C:17]([OH:19])=[O:18])=[CH:11][CH:10]=1)=[O:8]>O>[N:1]([CH2:6][C:7]([C:9]1[CH:14]=[CH:13][C:12]([CH2:15][CH2:16][C:17]([OH:19])=[O:18])=[CH:11][CH:10]=1)=[O:8])=[N+:2]=[N-:3] |f:0.1|. Reported procedure: A solution of sodium azide (2.0g.) in water (20ml.) was added to a stirred suspension of 3-[4-(chloroacetyl)phenyl]-propionic acid (5g.) in water (30ml.). After stirring for 16 hours at room temperature, the residual solid was separated, washed with cold water (2 × 10ml.) and dried in vacuo to give 3-[4-(azidoacetyl)phenyl]propionic acid as a white solid, which possessed a characteristic azide absorption in the infra-red spectrum at 2120 cm-1. Procedure: A mixture of 300 mg of 1-[bis(4-fluorophenyl)methyl]piperazine and 234 mg of N-(3-fluorophenyl)chloroacetamide was dissolved in 20 ml of a 1:1 by volume mixture of tetrahydrofuran and N,N-dimethylformamide, and 400 mg of anhydrous potassium carbonate were added to the solution. The reaction mixture was then stirred at 70° C. for 2 hours, after which ethyl acetate was added to it and the organic layer was separated. The organic layer was washed three times with water, and then dried over anhydrou... Reactants: C(C)(=O)OCC (ethyl acetate), FC1=CC=C(C=C1)C(N1CCNCC1)C1=CC=C(C=C1)F (1-[bis(4-fluorophenyl)methyl]piperazine), FC=1C=C(C=CC1)NC(CCl)=O (N-(3-fluorophenyl)chloroacetamide), C([O-])([O-])=O.[K+].[K+] (potassium carbonate). The solvent is O1CCCC1 (tetrahydrofuran), CN(C=O)C (N,N-dimethylformamide). The product is FC1=CC=C(C=C1)C(N1CCN(CC1)CC(NC1=CC(=CC=C1)F)=O)C1=CC=C(C=C1)F (1-[bis(4-fluorophenyl)methyl]-4-(3-fluorophenylcarbamoylmethyl)piperazine). Reaction SMILES: [F:1][C:2]1[CH:7]=[CH:6][C:5]([CH:8]([C:15]2[CH:20]=[CH:19][C:18]([F:21])=[CH:17][CH:16]=2)[N:9]2[CH2:14][CH2:13][NH:12][CH2:11][CH2:10]2)=[CH:4][CH:3]=1.[F:22][C:23]1[CH:24]=[C:25]([NH:29][C:30](=[O:33])[CH2:31]Cl)[CH:26]=[CH:27][CH:28]=1.C(=O)([O-])[O-].[K+].[K+].C(OCC)(=O)C>O1CCCC1.CN(C)C=O>[F:21][C:18]1[CH:19]=[CH:20][C:15]([CH:8]([C:5]2[CH:4]=[CH:3][C:2]([F:1])=[CH:7][CH:6]=2)[N:9]2[CH2:10][CH2:11][N:12]([CH2:31][C:30](=[O:33])[NH:29][C:25]3[CH:26]=[CH:27][CH:28]=[C:23]([F:22])[CH:24]=3)[CH2:13][CH2:14]2)=[CH:16][CH:17]=1 |f:2.3.4|. Run at temperature 70 celsius, time 2 hour. The reactants are C(C)O[C@@H]1[C@H](C[C@@H]2CC[C@H]3[C@@H]4CC[C@@H]([C@@]4(C)C[C@H]([C@@H]3[C@]2(C1)C)NCCC(C)C)C(=O)OCC)O (Ethyl 2β-ethoxy-3α-hydroxy-11α-(3-methylbutylamino)-5α-androstane-17β-carboxylate), C1(=CC=C(C=C1)S(=O)(=O)O)C (toluene-4-sulphonic acid), C(C)(=O)OC(C)=O (acetic anhydride). Solvent: C(C)O (ethanol), C(Cl)(Cl)Cl (chloroform). Run at time 20 minute. Yields the product C(C)(=O)O[C@H]1C[C@@H]2CC[C@H]3[C@@H]4CC[C@@H]([C@@]4(C)C[C@H]([C@@H]3[C@]2(C[C@@H]1OCC)C)NCCC(C)C)C(=O)OCC (Ethyl 3α-acetoxy-11α-(3-methylbutylamino)-2β-ethoxy-5α-androstane-17β-carboxylate). Reaction SMILES: [CH2:1]([O:3][C@H:4]1[CH2:21][C@@:20]2([CH3:22])[C@@H:7]([CH2:8][CH2:9][C@@H:10]3[C@@H:19]2[C@H:18]([NH:23][CH2:24][CH2:25][CH:26]([CH3:28])[CH3:27])[CH2:17][C@@:15]2([CH3:16])[C@H:11]3[CH2:12][CH2:13][C@@H:14]2[C:29]([O:31][CH2:32][CH3:33])=[O:30])[CH2:6][C@@H:5]1[OH:34])[CH3:2].C1(C)C=CC(S(O)(=O)=O)=CC=1.[C:46](OC(=O)C)(=[O:48])[CH3:47]>C(Cl)(Cl)Cl.C(O)C>[C:46]([O:34][C@@H:5]1[C@@H:4]([O:3][CH2:1][CH3:2])[CH2:21][C@@:20]2([CH3:22])[C@@H:7]([CH2:8][CH2:9][C@@H:10]3[C@@H:19]2[C@H:18]([NH:23][CH2:24][CH2:25][CH:26]([CH3:28])[CH3:27])[CH2:17][C@@:15]2([CH3:16])[C@H:11]3[CH2:12][CH2:13][C@@H:14]2[C:29]([O:31][CH2:32][CH3:33])=[O:30])[CH2:6]1)(=[O:48])[CH3:47]. Procedure: Ethyl 2β-ethoxy-3α-hydroxy-11α-(3-methylbutylamino)-5α-androstane-17β-carboxylate (200 mg) in chloroform (2.15 ml) containing dry toluene-4-sulphonic acid (PTSA; 172 mg) was stirred for 20 min, then treated with acetic anhydride (0.5 ml) and the mixture left for 18 h. The reaction mixture was diluted with ethanol and evaporated. The residue in ethyl acetate was washed with dilute ammonia solution (2×) and water (1×), dried and evaporated to give the title compound as an oil (220 mg), [α]D +25.8°... Starting materials: COC(=O)c1ccc(Cc2c[nH]c3ccc([N+](=O)[O-])cc23)c(OC)c1, C1CCOC1. Yields the product COC(=O)c1ccc(Cc2c[nH]c3ccc(N)cc23)c(OC)c1. RXN SMILES: [CH3:1][O:2][c:3]1[cH:4][c:5]([C:6](=[O:7])[O:8][CH3:9])[cH:10][cH:11][c:12]1[CH2:13][c:14]1[cH:15][nH:16][c:17]2[cH:18][cH:19][c:20]([N+:23]([O-:24])=[O:25])[cH:21][c:22]12.[O:26]1[CH2:27][CH2:28][CH2:29][CH2:30]1>>[CH3:1][O:2][c:3]1[cH:4][c:5]([C:6](=[O:7])[O:8][CH3:9])[cH:10][cH:11][c:12]1[CH2:13][c:14]1[cH:15][nH:16][c:17]2[cH:18][cH:19][c:20]([NH2:23])[cH:21][c:22]12. Starting materials: [I-].C[P+](C1=CC=CC=C1)(C1=CC=CC=C1)C1=CC=CC=C1 (methyltriphenylphosphonium iodide), C[Si](C)(C)[N-][Si](C)(C)C.[Na+].C1(=CC=CC=C1)C (sodium bis(trimethylsilyl)amide toluene), CO[C@@H]1O[C@@H]([C@@H]2[C@H]1C[C@@H]1CCCC[C@H]1C2=O)C ((1R,3R,3aS,4aR,8aS,9aR)-1-methoxy-3-methyl-4-oxo-dodecahydronaphtho[2,3-c]furan). The product is CO[C@@H]1O[C@@H]([C@@H]2[C@H]1C[C@@H]1CCCC[C@H]1C2=C)C ((1R,3R,3aR,4aR,8aS,9aR)-1-methoxy-3-methyl-4-methylene-dodecahydronaphtho[2,3-c]furan). Isolated yield 87.7%. RXN SMILES: [I-].[CH3:2][P+](C1C=CC=CC=1)(C1C=CC=CC=1)C1C=CC=CC=1.C[Si]([N-][Si](C)(C)C)(C)C.[Na+].C1(C)C=CC=CC=1.[CH3:39][O:40][C@H:41]1[C@@H:45]2[CH2:46][C@H:47]3[C@H:52]([C:53](=O)[C@@H:44]2[C@@H:43]([CH3:55])[O:42]1)[CH2:51][CH2:50][CH2:49][CH2:48]3>>[CH3:39][O:40][C@H:41]1[C@@H:45]2[CH2:46][C@H:47]3[C@H:52]([C:53](=[CH2:2])[C@@H:44]2[C@@H:43]([CH3:55])[O:42]1)[CH2:51][CH2:50][CH2:49][CH2:48]3 |f:0.1,2.3.4|. Procedure details: Similarly to Example 7, 6665.6 mg(5 equivalents) of methyltriphenylphosphonium iodide and 16.5 ml(5 equivalents) of sodium bis(trimethylsilyl)amide-toluene solution(1M) were reacted with 786.0 mg of (1R,3R,3aS,4aR,8aS,9aR)-1-methoxy-3-methyl-4-oxo-dodecahydronaphtho[2,3-c]furan to obtain 683.5 mg of (1R,3R,3aR,4aR,8aS,9aR)-1-methoxy-3-methyl-4-methylene-dodecahydronaphtho[2,3-c]furan(yield 88%). The reactants are COC(=O)CCn1c2ccccc2c2ccccc21, C[O-], CO, CCOC(C)=O, Cl, NO, [Na+], [Na+], O=C([O-])O, CN(C)C=O, O. The product is O=C(CCn1c2ccccc2c2ccccc21)NO. As a reaction SMILES: [CH3:1][O:2][C:3]([CH2:4][CH2:5][n:6]1[c:7]2[cH:8][cH:9][cH:10][cH:11][c:12]2[c:13]2[cH:14][cH:15][cH:16][cH:17][c:18]12)=[O:19].[CH3:23][O-:24].[CH3:26][OH:27].[CH3:38][CH2:39][O:40][C:41](=[O:42])[CH3:43].[ClH:20].[NH2:21][OH:22].[Na+:25].[Na+:32].[O-:28][C:29]([OH:30])=[O:31].[O:33]=[CH:34][N:35]([CH3:36])[CH3:37].[OH2:44]>>[O:2]=[C:3]([CH2:4][CH2:5][n:6]1[c:7]2[cH:8][cH:9][cH:10][cH:11][c:12]2[c:13]2[cH:14][cH:15][cH:16][cH:17][c:18]12)[NH:21][OH:22]. The reactants are C(#N)C1=NC=CC(=C1)OC (2-Cyano-4-methoxypyridine), Cl (hydrochloric acid), solution, CC[Mg+].[Br-] (EtMgBr), aqueous solution, [OH-].[Na+] (sodium hydroxide). Run at time 4 hour. Reaction SMILES: [C:1]([C:3]1[CH:8]=[C:7]([O:9][CH3:10])[CH:6]=[CH:5][N:4]=1)#N.[CH3:11][CH2:12][Mg+].[Br-].Cl.[OH-:16].[Na+]>C1C=CC=CC=1.C1COCC1.ClCCl.O.CCOCC>[C:1]([C:3]1[CH:8]=[C:7]([O:9][CH3:10])[CH:6]=[CH:5][N:4]=1)(=[O:16])[CH2:11][CH3:12] |f:1.2,4.5|. The product is C(CC)(=O)C1=NC=CC(=C1)OC (2-Propanoyl-4-methoxypyridine). Solvent: C1=CC=CC=C1 (benzene), CCOCC (ether), ClCCl (dichloromethane), O (water), C1CCOC1 (THF). Procedure: To a solution of 2-cyano-4-methoxypyridine 153 (503 mg, 3.75 mmol) in benzene: ether (20 mL, 1:1, v/v) cooled at 0° C. was added dropwise 1 M solution of EtMgBr (5 mL, 5 mmol) in THF and the mixture was allowed to warm to room temperature with stirring. After 4 hr, the reaction flask was cooled again at 0° C. and 2.3 mL of hydrochloric acid (10%) was added dropwise, with additional five minutes stirring. Then, the mixture was poured in dichloromethane (80 mL) and water (60 mL) and the pH of the ...